Dataset: the Open Reaction Database (ORD), a public repository of structured organic reaction records. Task: describe an organic reaction: reactants, conditions, products, and yield The reactants are C(\C=C\C(=O)O)(=O)O (fumaric acid), C(C)(=O)OCCN1CCC(CC1)C1=NOC2=C1C=CC(=C2)F (2-[4-(6-Fluoro-1,2-benzisoxazol-3-yl)-1-piperidinyl]ethyl acetate), [OH-].[Na+] (NaOH), Cl (HCl). Solvent: C(C)O (ethanol), C(C)O (ethanol). Yields the product C(\C=C\C(=O)O)(=O)O.FC1=CC2=C(C(=NO2)C2CCN(CC2)CCO)C=C1.FC1=CC2=C(C(=NO2)C2CCN(CC2)CCO)C=C1 (2-[4-(6-Fluoro-1,2-benzisoxazol-3-yl)-1-piperidinyl]ethanol hemifumarate). Reaction SMILES: C([O:4][CH2:5][CH2:6][N:7]1[CH2:12][CH2:11][CH:10]([C:13]2[C:17]3[CH:18]=[CH:19][C:20]([F:22])=[CH:21][C:16]=3[O:15][N:14]=2)[CH2:9][CH2:8]1)(=O)C.[OH-].[Na+].Cl.[C:26]([OH:33])(=[O:32])/[CH:27]=[CH:28]/[C:29]([OH:31])=[O:30]>C(O)C>[C:26]([OH:33])(=[O:32])/[CH:27]=[CH:28]/[C:29]([OH:31])=[O:30].[F:22][C:20]1[CH:19]=[CH:18][C:17]2[C:13]([CH:10]3[CH2:11][CH2:12][N:7]([CH2:6][CH2:5][OH:4])[CH2:8][CH2:9]3)=[N:14][O:15][C:16]=2[CH:21]=1.[F:22][C:20]1[CH:19]=[CH:18][C:17]2[C:13]([CH:10]3[CH2:11][CH2:12][N:7]([CH2:6][CH2:5][OH:4])[CH2:8][CH2:9]3)=[N:14][O:15][C:16]=2[CH:21]=1 |f:1.2,6.7.8|. Procedure details: 2-[4-(6-Fluoro-1,2-benzisoxazol-3-yl)-1-piperidinyl]ethyl acetate (10.58 g, 34.6 mmol), 15% NaOH (100 ml) and ethanol (100 ml) was heated at reflux for 4 hours. The solution was cooled (~5° C.) and neutralized with HCl to pH~7. The ethanol was removed under reduced pressure. The aqueous solution was basified with NaHCO3 and extracted with DCM (2×200 ml). The DCM solution was washed with brine and dried over MgSO4 and evaporated to give a white solid: 6.88 g (75%). A sample (2.03 g) was dissolved... Reactants: CC1(OCCO1)C1=CC=C(O1)CN1N=C(C=C1)N (1-[5-(2-methyl-[1,3]dioxolan-2-yl)-furan-2-ylmethyl]-1H-pyrazol-3-ylamine), FC(C=1C=C(C=CC1)/C=C/C(=O)O)(F)F ((E)-3-(3-trifluoromethyl-phenyl)-acrylic acid). Yields the product C(C)(=O)C1=CC=C(O1)CN1N=C(C=C1)NC(\C=C\C1=CC(=CC=C1)C(F)(F)F)=O ((E)-N-[1-(5-Acetyl-furan-2-ylmethyl)-1H-pyrazol-3-yl]-3-(3-trifluoromethyl-phenyl)-acrylamide). Reported procedure: Following general procedure B followed by either C or D, starting from 1-[5-(2-methyl-[1,3]dioxolan-2-yl)-furan-2-ylmethyl]-1H-pyrazol-3-ylamine and (E)-3-(3-trifluoromethyl-phenyl)-acrylic acid. Reaction SMILES: [CH3:1][C:2]1([C:7]2[O:11][C:10]([CH2:12][N:13]3[CH:17]=[CH:16][C:15]([NH2:18])=[N:14]3)=[CH:9][CH:8]=2)[O:6]CCO1.[F:19][C:20]([F:33])([F:32])[C:21]1[CH:22]=[C:23](/[CH:27]=[CH:28]/[C:29](O)=[O:30])[CH:24]=[CH:25][CH:26]=1>>[C:2]([C:7]1[O:11][C:10]([CH2:12][N:13]2[CH:17]=[CH:16][C:15]([NH:18][C:29](=[O:30])/[CH:28]=[CH:27]/[C:23]3[CH:24]=[CH:25][CH:26]=[C:21]([C:20]([F:32])([F:33])[F:19])[CH:22]=3)=[N:14]2)=[CH:9][CH:8]=1)(=[O:6])[CH3:1]. Starting materials: COC=1C=C(C=CC1)N1CC(N(CC1)CC1=CC=CC=C1)CN (4-(3-methoxyphenyl)-1-(phenylmethyl)-2-piperazinemethanamine), CS(=O)(=O)NC1=CC=C(C(=O)Cl)C=C1 (4-[(methylsulfonyl)amino]benzoyl chloride). The product is Cl.Cl.CS(=O)(=O)NC1=CC=C(C(=O)NCC2N(CCN(C2)C2=CC(=CC=C2)OC)CC2=CC=CC=C2)C=C1 (4-[(Methylsulfonyl)amino]-N-[[4-(3-methoxyphenyl)-1-(phenylmethyl)piperazin-2-yl]methyl]benzamide dihydrochloride). Reaction SMILES: [CH3:1][O:2][C:3]1[CH:4]=[C:5]([N:9]2[CH2:14][CH2:13][N:12]([CH2:15][C:16]3[CH:21]=[CH:20][CH:19]=[CH:18][CH:17]=3)[CH:11]([CH2:22][NH2:23])[CH2:10]2)[CH:6]=[CH:7][CH:8]=1.[CH3:24][S:25]([NH:28][C:29]1[CH:37]=[CH:36][C:32]([C:33]([Cl:35])=[O:34])=[CH:31][CH:30]=1)(=[O:27])=[O:26]>>[ClH:35].[ClH:35].[CH3:24][S:25]([NH:28][C:29]1[CH:37]=[CH:36][C:32]([C:33]([NH:23][CH2:22][CH:11]2[CH2:10][N:9]([C:5]3[CH:6]=[CH:7][CH:8]=[C:3]([O:2][CH3:1])[CH:4]=3)[CH2:14][CH2:13][N:12]2[CH2:15][C:16]2[CH:17]=[CH:18][CH:19]=[CH:20][CH:21]=2)=[O:34])=[CH:31][CH:30]=1)(=[O:27])=[O:26] |f:2.3.4|. Procedure details: In a manner similar to Preparation 3, react 4-(3-methoxyphenyl)-1-(phenylmethyl)-2-piperazinemethanamine (3.1 g, 10 mmol) with 4-[(methylsulfonyl)amino]benzoyl chloride (3.3 g, 15 mmol) to obtain the title compound. Reactants: C(=O)(O)[O-].[Na+] (NaHCO3), N(=O)[O-].[Na+] (sodium nitrite), Cl (HCl), resultant suspension, [Cu]C#N (copper (I) cyanide), [C-]#N.[Na+] (sodium cyanide), NC=1C=C(C(=NC1)C1CC1)C1=CC(=CC=2NC(NC21)=O)C=2C(=NOC2C)C (4-(5-amino-2-cyclopropylpyridin-3-yl)-6-(3,5-dimethylisoxazol-4-yl)-1H-benzo[d]imidazol-2(3H)-one). Run in O (water), O (water), O (water). Reaction conditions: temperature 70 celsius, time 5 minute. Yields the product C1(CC1)C1=NC=C(C#N)C=C1C1=CC(=CC=2NC(NC21)=O)C=2C(=NOC2C)C (6-cyclopropyl-5-(6-(3,5-dimethylisoxazol-4-yl)-2-oxo-2,3-dihydro-1H-benzo[d]imidazol-4-yl)nicotinonitrile). Isolated yield 5.6%. As a reaction SMILES: N[C:2]1[CH:3]=[C:4]([C:11]2[C:19]3[NH:18][C:17](=[O:20])[NH:16][C:15]=3[CH:14]=[C:13]([C:21]3[C:22]([CH3:27])=[N:23][O:24][C:25]=3[CH3:26])[CH:12]=2)[C:5]([CH:8]2[CH2:10][CH2:9]2)=[N:6][CH:7]=1.Cl.N([O-])=O.[Na+].C([O-])(O)=O.[Na+].[Cu][C:39]#[N:40].[C-]#N.[Na+]>O>[CH:8]1([C:5]2[C:4]([C:11]3[C:19]4[NH:18][C:17](=[O:20])[NH:16][C:15]=4[CH:14]=[C:13]([C:21]4[C:22]([CH3:27])=[N:23][O:24][C:25]=4[CH3:26])[CH:12]=3)=[CH:3][C:2]([C:39]#[N:40])=[CH:7][N:6]=2)[CH2:10][CH2:9]1 |f:2.3,4.5,7.8|. Procedure: 4-(5-amino-2-cyclopropylpyridin-3-yl)-6-(3,5-dimethylisoxazol-4-yl)-1H-benzo[d]imidazol-2(3H)-one (21 mg, 0.058 mmol) was suspended in a mixture of water (1 mL) and con. HCl (1 mL), cooled suspension to 0° C., a solution of sodium nitrite (4 mg, 0.058 mmol) in water was added slowly. After 5 mins, the reaction mixture was neutralised by the addition of NaHCO3 solution. Then the resultant suspension was added in aliquots to a solution of copper (I) cyanide (5 mg, 0.058 mmol) and sodium cyanide (6... The reactants are C1(C=CC(C2=CC=CC=C12)=O)=O (1,4-naphthoquinone), CN1C=CC=C1 (N-methylpyrrole), O (water). The reagents and catalysts are C(C)(=O)[O-].[Cu+2].C(C)(=O)[O-] (copper acetate). The solvent is ClCCl (dichloromethane), C(C)(=O)O (acetic acid). Product: CN1C(=CC=C1)C=1C(C2=CC=CC=C2C(C1)=O)=O (2-(1-methyl-1H-pyrrol-2-yl)-[1,4]-naphthoquinone). Isolated yield 79.0%. RXN SMILES: [C:1]1(=[O:12])[C:10]2[C:5](=[CH:6][CH:7]=[CH:8][CH:9]=2)[C:4](=[O:11])[CH:3]=[CH:2]1.[CH3:13][N:14]1[CH:18]=[CH:17][CH:16]=[CH:15]1.O>C(O)(=O)C.ClCCl.C([O-])(=O)C.[Cu+2].C([O-])(=O)C>[CH3:13][N:14]1[CH:18]=[CH:17][CH:16]=[C:15]1[C:3]1[C:4](=[O:11])[C:5]2[C:10]([C:1](=[O:12])[CH:2]=1)=[CH:9][CH:8]=[CH:7][CH:6]=2 |f:5.6.7|. Procedure: According to the procedure described in the article Chemistry Express 1990, Vol. 5, No. 10, pages 749-752, the disclosure of which is specifically incorporated by reference herein, 3.16 millimol of 1,4-naphthoquinone were stirred with 25 millimol of N-methylpyrrole and 3.16 millimol of copper acetate in 50 ml of acetic acid in a round-bottomed flask at room temperature for 1 hour. The reaction mixture was diluted with 300 ml of dichloromethane and the resulting mixture was then poured into a lar...